Dataset: the Open Reaction Database (ORD), a public repository of structured organic reaction records. Task: describe an organic reaction: reactants, conditions, products, and yield The reactants are Cc1ccccc1, CCOC(=O)N=NC(=O)OCC, COC(=O)C1CCCC1=O. The product is CCOC(=O)NN(C(=O)OCC)C1(C(=O)OC)CCCC1=O. RXN SMILES: [CH3:23][c:24]1[cH:25][cH:26][cH:27][cH:28][cH:29]1.[O:11]=[C:12]([N:13]=[N:14][C:15](=[O:16])[O:17][CH2:18][CH3:19])[O:20][CH2:21][CH3:22].[O:1]=[C:2]1[CH:3]([C:7](=[O:8])[O:9][CH3:10])[CH2:4][CH2:5][CH2:6]1>>[O:1]=[C:2]1[C:3]([C:7](=[O:8])[O:9][CH3:10])([N:14]([NH:13][C:12](=[O:11])[O:20][CH2:21][CH3:22])[C:15](=[O:16])[O:17][CH2:18][CH3:19])[CH2:4][CH2:5][CH2:6]1. Starting materials: Cl.Cl.N1=C(N=CC=C1)N1CCNCC1 (1-(2-pyrimidyl) piperazine dihydrochloride), ClC(C)C1=CC=C(C=C1)C(C)(C)NC(C)=O (N-(1-(4-(1-chloroethyl)phenyl)-1-methylethyl)acetamide). Product: N1=C(N=CC=C1)N1CCN(CC1)C(C)C1=CC=C(C=C1)C(C)(C)NC(C)=O (N-(1-(4-(1-(4-(Pyrimidin-2-yl)piperazin-1-yl)ethyl)phenyl)-1-methylethyl)acetamide). RXN SMILES: Cl.Cl.[N:3]1[CH:8]=[CH:7][CH:6]=[N:5][C:4]=1[N:9]1[CH2:14][CH2:13][NH:12][CH2:11][CH2:10]1.Cl[CH:16]([C:18]1[CH:23]=[CH:22][C:21]([C:24]([NH:27][C:28](=[O:30])[CH3:29])([CH3:26])[CH3:25])=[CH:20][CH:19]=1)[CH3:17]>>[N:3]1[CH:8]=[CH:7][CH:6]=[N:5][C:4]=1[N:9]1[CH2:14][CH2:13][N:12]([CH:16]([C:18]2[CH:23]=[CH:22][C:21]([C:24]([NH:27][C:28](=[O:30])[CH3:29])([CH3:26])[CH3:25])=[CH:20][CH:19]=2)[CH3:17])[CH2:11][CH2:10]1 |f:0.1.2|. Procedure: By similar reaction and treatment to that in Example 1(5) using 1-(2-pyrimidyl) piperazine dihydrochloride instead of phenylpiperazine and N-(1-(4-(1-chloroethyl)phenyl)-1-methylethyl)acetamide instead of N-(4-chloromethylphenylmethyl)acetamide, the title compound was obtained as a white amorphous solid. The reactants are CCO, CC(C)I, [K+], [OH-], Cc1ccc(C#N)c(O)n1. The product is Cc1ccc(C#N)c(OC(C)C)n1. As a reaction SMILES: [CH3:17][CH2:18][OH:19].[I:13][CH:14]([CH3:15])[CH3:16].[K+:12].[OH-:11].[OH:1][c:2]1[c:3]([C:4]#[N:5])[cH:6][cH:7][c:8]([CH3:10])[n:9]1>>[O:1]([c:2]1[c:3]([C:4]#[N:5])[cH:6][cH:7][c:8]([CH3:10])[n:9]1)[CH:14]([CH3:15])[CH3:16]. Product: COC(=O)C(OCc1ccc(-c2ccc(Cl)cc2)cc1)(C(F)(F)F)C(F)(F)F. RXN SMILES: [Cl:1][c:2]1[cH:3][cH:4][c:5](-[c:8]2[cH:9][cH:10][c:11]([CH2:12][O:13][C:14]([C:15](=[O:16])[OH:17])([C:18]([F:19])([F:20])[F:21])[C:22]([F:23])([F:24])[F:25])[cH:26][cH:27]2)[cH:6][cH:7]1.[N+:28](=[N-:29])=[CH2:30]>>[Cl:1][c:2]1[cH:3][cH:4][c:5](-[c:8]2[cH:9][cH:10][c:11]([CH2:12][O:13][C:14]([C:15](=[O:16])[O:17][CH3:30])([C:18]([F:19])([F:20])[F:21])[C:22]([F:23])([F:24])[F:25])[cH:26][cH:27]2)[cH:6][cH:7]1. Reactants: O=C(O)C(OCc1ccc(-c2ccc(Cl)cc2)cc1)(C(F)(F)F)C(F)(F)F, C=[N+]=[N-]. Starting materials: COc1ccc(C(=O)CBr)cc1OC, c1ccc(CN2CCNCC2)cc1, CC#N, [Na+], [Na+], O=C([O-])[O-], O. Product: COc1ccc(C(=O)CN2CCN(Cc3ccccc3)CC2)cc1OC. RXN SMILES: [Br:8][CH2:9][C:10](=[O:11])[c:12]1[cH:13][c:14]([O:20][CH3:21])[c:15]([O:18][CH3:19])[cH:16][cH:17]1.[CH2:22]([c:23]1[cH:24][cH:25][cH:26][cH:27][cH:28]1)[N:29]1[CH2:30][CH2:31][NH:32][CH2:33][CH2:34]1.[CH3:35][C:36]#[N:37].[Na+:1].[Na+:2].[O-:3][C:4](=[O:5])[O-:6].[OH2:7]>>[CH2:9]([C:10](=[O:11])[c:12]1[cH:13][c:14]([O:20][CH3:21])[c:15]([O:18][CH3:19])[cH:16][cH:17]1)[N:32]1[CH2:31][CH2:30][N:29]([CH2:22][c:23]2[cH:24][cH:25][cH:26][cH:27][cH:28]2)[CH2:34][CH2:33]1. Starting materials: intermediate A1, NC1=NC(=CC=C1)Cl (2-amino-6-chloropyridine), C(C)C1=C(N(C=C1)C(=O)OC(C)(C)C)B(O)O (ethyl 1-(t-butoxycarbonyl)pyrrole-2-boronic acid). Product: NC1=CC=CC(=N1)C=1N(C=CC1)C(=O)OC(C)(C)C (tert-butyl 2-(6-aminopyridin-2-yl)-1H-pyrrole-1-carboxylate). RXN SMILES: [NH2:1][C:2]1[CH:7]=[CH:6][CH:5]=[C:4](Cl)[N:3]=1.C([C:11]1[CH:15]=[CH:14][N:13]([C:16]([O:18][C:19]([CH3:22])([CH3:21])[CH3:20])=[O:17])[C:12]=1B(O)O)C>>[NH2:1][C:2]1[N:3]=[C:4]([C:12]2[N:13]([C:16]([O:18][C:19]([CH3:22])([CH3:21])[CH3:20])=[O:17])[CH:14]=[CH:15][CH:11]=2)[CH:5]=[CH:6][CH:7]=1. Procedure details: The title compound was prepared following procedure described for intermediate A1 step a), but starting from 2-amino-6-chloropyridine (2.05 g; 16.0 mmol; 1.0 eq.) and ethyl 1-(t-butoxycarbonyl)pyrrole-2-boronic acid (5.06 g; 24.0 mmol; 1.5 eq.) as a beige powder (1.15 g, 27%). HPLC, Rt: 2.65 min. (purity 97.0%). LC/MS, M+(ESI): 204.3.